This data is from the Open Reaction Database (ORD), a public repository of structured organic reaction records. The task is: describe an organic reaction: reactants, conditions, products, and yield The reactants are Br, COc1ccc(N2CCN(c3ccc(N)cc3)CC2)cc1, O. The product is Nc1ccc(N2CCN(c3ccc(O)cc3)CC2)cc1. Reaction SMILES: [BrH:22].[CH3:1][O:2][c:3]1[cH:4][cH:5][c:6]([N:9]2[CH2:10][CH2:11][N:12]([c:15]3[cH:16][cH:17][c:18]([NH2:21])[cH:19][cH:20]3)[CH2:13][CH2:14]2)[cH:7][cH:8]1.[OH2:23]>>[OH:2][c:3]1[cH:4][cH:5][c:6]([N:9]2[CH2:10][CH2:11][N:12]([c:15]3[cH:16][cH:17][c:18]([NH2:21])[cH:19][cH:20]3)[CH2:13][CH2:14]2)[cH:7][cH:8]1. The reactants are CCO, CCCCCOC(=O)Cl, ClCCl, Cl, CCOC(=O)CCN(C(=O)c1ccc2c(c1)nc(CNc1ccc(C(=N)N)cc1OC)n2C)c1ccccc1. Yields the product CCCCCOC(=O)NC(=N)c1ccc(NCc2nc3cc(C(=O)N(CCC(=O)OCC)c4ccccc4)ccc3n2C)c(OC)c1. RXN SMILES: [CH2:50]([OH:51])[CH3:52].[Cl:41][C:42](=[O:43])[O:44][CH2:45][CH2:46][CH2:47][CH2:48][CH3:49].[Cl:53][CH2:54][Cl:55].[ClH:1].[c:2]1([N:8]([C:9](=[O:10])[c:11]2[cH:12][c:13]3[c:14]([n:15]([CH3:31])[c:16]([CH2:18][NH:19][c:20]4[c:21]([O:29][CH3:30])[cH:22][c:23]([C:26]([NH2:27])=[NH:28])[cH:24][cH:25]4)[n:17]3)[cH:32][cH:33]2)[CH2:34][CH2:35][C:36](=[O:37])[O:38][CH2:39][CH3:40])[cH:3][cH:4][cH:5][cH:6][cH:7]1>>[c:2]1([N:8]([C:9](=[O:10])[c:11]2[cH:12][c:13]3[c:14]([n:15]([CH3:31])[c:16]([CH2:18][NH:19][c:20]4[c:21]([O:29][CH3:30])[cH:22][c:23]([C:26](=[NH:27])[NH:28][C:42](=[O:43])[O:44][CH2:45][CH2:46][CH2:47][CH2:48][CH3:49])[cH:24][cH:25]4)[n:17]3)[cH:32][cH:33]2)[CH2:34][CH2:35][C:36](=[O:37])[O:38][CH2:39][CH3:40])[cH:3][cH:4][cH:5][cH:6][cH:7]1.